Dataset: the Open Reaction Database (ORD), a public repository of structured organic reaction records. Task: describe an organic reaction: reactants, conditions, products, and yield Reactants: C1=NC2=C(N1COC(CO)CO)N=C(N=C2O)N (ganciclovir), TEA, C(C1=CC=CC=C1)(C1=CC=CC=C1)(C1=CC=CC=C1)Cl (trityl-chloride), NC=1NC(C=2N=CN(C2N1)COC(CO)CO)=O (2-(2-Amino-1,6-dihydro-6-oxo-purin-9-yl)methoxy-1,3-propanediol), tris-trityl-ganciclovir, N-trityl-ganciclovir, O-trityl-ganciclovir, N,O-bis-trityl-ganciclovir, tris-trityl-ganciclovir, C1=NC2=C(N1COC(CO)CO)N=C(N=C2O)N (ganciclovir). Reagents/catalysts: CN(C)C=1C=CN=CC1 (DMAP). The solvent is CN(C=O)C (dimethylformamide), CN(C=O)C (dimethylformamide), CN(C=O)C (dimethylformamide). Conditions: temperature 50 celsius, time 8 hour. The product is C(C1=CC=CC=C1)(C1=CC=CC=C1)(C1=CC=CC=C1)N1C(=NC=2N(C=NC2C1=O)COC(CO)COC(C1=CC=CC=C1)(C1=CC=CC=C1)C1=CC=CC=C1)N (N-trityl-2-(2-Amino-1,6-dihydro-6-oxo-purin-9-yl)methoxy-3-trityloxy-propan-1-ol). The yield is 63.2%. Reaction SMILES: [NH2:1][C:2]1[NH:3][C:4](=[O:18])[C:5]2[N:6]=[CH:7][N:8]([CH2:11][O:12][CH:13]([CH2:16][OH:17])[CH2:14][OH:15])[C:9]=2[N:10]=1.[C:19](Cl)([C:32]1[CH:37]=[CH:36][CH:35]=[CH:34][CH:33]=1)([C:26]1[CH:31]=[CH:30][CH:29]=[CH:28][CH:27]=1)[C:20]1[CH:25]=[CH:24][CH:23]=[CH:22][CH:21]=1>CN(C1C=CN=CC=1)C.CN(C)C=O>[C:19]([N:3]1[C:4](=[O:18])[C:5]2[N:6]=[CH:7][N:8]([CH2:11][O:12][CH:13]([CH2:16][O:17][C:19]([C:20]3[CH:25]=[CH:24][CH:23]=[CH:22][CH:21]=3)([C:32]3[CH:33]=[CH:34][CH:35]=[CH:36][CH:37]=3)[C:26]3[CH:27]=[CH:28][CH:29]=[CH:30][CH:31]=3)[CH2:14][OH:15])[C:9]=2[N:10]=[C:2]1[NH2:1])([C:32]1[CH:37]=[CH:36][CH:35]=[CH:34][CH:33]=1)([C:26]1[CH:31]=[CH:30][CH:29]=[CH:28][CH:27]=1)[C:20]1[CH:25]=[CH:24][CH:23]=[CH:22][CH:21]=1. Procedure details: 2-(2-Amino-1,6-dihydro-6-oxo-purin-9-yl)methoxy-1,3-propanediol (ganciclovir) was bis-tritylated at the N and O functionalities as follows: to a slurry of 4.1 kg ganciclovir, 9.5 g DMAP, and 8.65 kg TEA in dimethylformamide (38.3 kg ) at 50° C. was added a solution of 11.9 kg trityl-chloride in 38.2 kg dimethylformamide over 25 minutes. The reaction mixture was heated and stirred at 50° C. overnight. The following morning the reaction was complete by HPLC. This yields a mixture of N-trityl-ganci... Starting materials: Cc1ccc(C(=O)O)cc1Br, CN(C)C=O, O=C(Cl)C(=O)Cl, ClCCl. The product is COC(=O)c1ccc(C)c(Br)c1. RXN SMILES: [Br:1][c:2]1[cH:3][c:4]([C:5](=[O:6])[OH:7])[cH:8][cH:9][c:10]1[CH3:11].[CH3:18][N:19]([CH3:20])[CH:21]=[O:22].[Cl:12][C:13]([C:14]([Cl:15])=[O:16])=[O:17].[Cl:23][CH2:24][Cl:25]>>[Br:1][c:2]1[cH:3][c:4]([C:5](=[O:6])[O:7][CH3:13])[cH:8][cH:9][c:10]1[CH3:11]. The reactants are CCOC(C)=O, CN(C)C=O, CS(=O)(=O)c1nn2c(-c3ccc(Cl)cc3)c(-c3ccccc3Cl)cnc2c1C(=O)NC1CCCC1, [Na+], N#C[Na], O=C([O-])O. The product is N#Cc1nn2c(-c3ccc(Cl)cc3)c(-c3ccccc3Cl)cnc2c1C(=O)NC1CCCC1. As a reaction SMILES: [CH3:39][CH2:40][O:41][C:42](=[O:43])[CH3:44].[CH3:50][N:51]([CH3:52])[CH:53]=[O:54].[Cl:1][c:2]1[c:3](-[c:8]2[cH:9][n:10][c:11]3[n:12]([c:13]2-[c:14]2[cH:15][cH:16][c:17]([Cl:20])[cH:18][cH:19]2)[n:21][c:22]([S:32]([CH3:33])(=[O:34])=[O:35])[c:23]3[C:24]([NH:25][CH:26]2[CH2:27][CH2:28][CH2:29][CH2:30]2)=[O:31])[cH:4][cH:5][cH:6][cH:7]1.[Na+:45].[Na:36][C:37]#[N:38].[OH:46][C:47](=[O:48])[O-:49]>>[Cl:1][c:2]1[c:3](-[c:8]2[cH:9][n:10][c:11]3[n:12]([c:13]2-[c:14]2[cH:15][cH:16][c:17]([Cl:20])[cH:18][cH:19]2)[n:21][c:22]([C:37]#[N:38])[c:23]3[C:24]([NH:25][CH:26]2[CH2:27][CH2:28][CH2:29][CH2:30]2)=[O:31])[cH:4][cH:5][cH:6][cH:7]1.